describe an organic reaction: reactants, conditions, products, and yield From a dataset of the Open Reaction Database (ORD), a public repository of structured organic reaction records. The reactants are solution, Cl (hydrogen chloride), C(C(C)C)OC1=CC=CC2=C1C(=NO2)OCC2CCN(CC2)C(=O)OC(C)(C)C (tert-butyl 4-{[(4-isobutyoxy-1,2-benzisoxazol-3-yl)oxy]methyl}piperidine-1-carboxylate). Solvent: C(C)(=O)OCC (ethyl acetate). Conditions: time 2 hour. Yields the product [Cl-].C(C(C)C)OC1=CC=CC2=C1C(=NO2)OCC2CC[NH2+]CC2 (4-{[(Isobutoxy-1,2-benzisoxazol-3-yl)oxy]methyl}Piperidinium chloride). Yield: 75.0%. As a reaction SMILES: [CH2:1]([O:5][C:6]1[C:11]2[C:12]([O:15][CH2:16][CH:17]3[CH2:22][CH2:21][N:20](C(OC(C)(C)C)=O)[CH2:19][CH2:18]3)=[N:13][O:14][C:10]=2[CH:9]=[CH:8][CH:7]=1)[CH:2]([CH3:4])[CH3:3].[ClH:30]>C(OCC)(=O)C>[Cl-:30].[CH2:1]([O:5][C:6]1[C:11]2[C:12]([O:15][CH2:16][CH:17]3[CH2:22][CH2:21][NH2+:20][CH2:19][CH2:18]3)=[N:13][O:14][C:10]=2[CH:9]=[CH:8][CH:7]=1)[CH:2]([CH3:4])[CH3:3] |f:3.4|. Procedure details: To a flask containing tert-butyl 4-{[(4-isobutyoxy-1,2-benzisoxazol-3-yl)oxy]methyl}piperidine-1-carboxylate (98.2 mg, 0.24 mmol, EXAMPLE 1, step 3) was added 4N solution of hydrogen chloride in ethyl acetate (1 mL) at room temperature. After being stirred for 2 h, solvent was evaporated and the residual solid was washed with ethyl acetate to give the title compound (62.4 mg, 75%) as a white solid. Starting materials: C[C@H](C1=CC=C(C=C1)[N+](=O)[O-])N ((R)-α-methyl-4-nitrobenzylamine), C(C)(C)(C)OC(=O)C1=C(C=CC=C1)C1=CC=C(C=C1)CN1C(=C(C2=CC(=CC=C12)C(=O)O)C)C (1-((2′-(tert-butoxycarbonyl)biphenyl-4-yl)methyl)-2,3-dimethyl-1H-indole-5-carboxylic acid). Product: CC=1N(C2=CC=C(C=C2C1C)C(N[C@H](C)C1=CC=C(C=C1)[N+](=O)[O-])=O)CC1=CC=C(C=C1)C=1C(=CC=CC1)C(=O)O ((R)-4′-((2,3-dimethyl-5-(1-(4-nitrophenyl)ethylcarbamoyl)-1H-indol-1-yl)methyl)biphenyl-2-carboxylic acid). Reaction SMILES: [CH3:1][C@@H:2]([NH2:12])[C:3]1[CH:8]=[CH:7][C:6]([N+:9]([O-:11])=[O:10])=[CH:5][CH:4]=1.C([O:17][C:18]([C:20]1[CH:25]=[CH:24][CH:23]=[CH:22][C:21]=1[C:26]1[CH:31]=[CH:30][C:29]([CH2:32][N:33]2[C:41]3[C:36](=[CH:37][C:38]([C:42](O)=[O:43])=[CH:39][CH:40]=3)[C:35]([CH3:45])=[C:34]2[CH3:46])=[CH:28][CH:27]=1)=[O:19])(C)(C)C>>[CH3:46][C:34]1[N:33]([CH2:32][C:29]2[CH:30]=[CH:31][C:26]([C:21]3[C:20]([C:18]([OH:19])=[O:17])=[CH:25][CH:24]=[CH:23][CH:22]=3)=[CH:27][CH:28]=2)[C:41]2[C:36]([C:35]=1[CH3:45])=[CH:37][C:38]([C:42](=[O:43])[NH:12][C@@H:2]([C:3]1[CH:4]=[CH:5][C:6]([N+:9]([O-:11])=[O:10])=[CH:7][CH:8]=1)[CH3:1])=[CH:39][CH:40]=2. Procedure: The title compound was prepared following the same general protocol as described in Steps 8-9, Example 1, using (R)-α-methyl-4-nitrobenzylamine and 1-((2′-(tert-butoxycarbonyl)biphenyl-4-yl)methyl)-2,3-dimethyl-1H-indole-5-carboxylic acid. LC-MS 548 (M+H). Reactants: CC=1C(=NC=CC1)C(=O)O (3-Methylpicolinic acid), Cl (HCl). The reagents and catalysts are O=[Pt]=O (PtO2). The solvent is CCO.O (EtOH H2O). Product: Cl.CC1C(NCCC1)C(=O)O (rac-3-Methylpiperidine-2-carboxylic acid hydrochloride). As a reaction SMILES: [CH3:1][C:2]1[C:3]([C:8]([OH:10])=[O:9])=[N:4][CH:5]=[CH:6][CH:7]=1.[ClH:11]>CCO.O.O=[Pt]=O>[ClH:11].[CH3:1][CH:2]1[CH2:7][CH2:6][CH2:5][NH:4][CH:3]1[C:8]([OH:10])=[O:9] |f:2.3,5.6|. Procedure: 3-Methylpicolinic acid (50 g, 365 mmol) was dissolved in 400 mL of EtOH:H2O (1:1) with 60 mL of aq. HCl (32%). PtO2 (5 g) was then added and the reaction stirred at rt under a hydrogen balloon until NMR indicated completion. The reaction was filtered through diatomaceous earth and concentrated to yield the title compound as a white solid which was used without further purification (60.5 g, 92%). 1H NMR (MeOD, 400 MHz) δ 4.13-4.11 (m, 1H), 3.40-3.33 (m, 1H), 3.05-2.99 (m, 1H), 2.61-2.58 (m, 1H), ...